Dataset: the Open Reaction Database (ORD), a public repository of structured organic reaction records. Task: describe an organic reaction: reactants, conditions, products, and yield Reactants: C(CCCCCCC\C=C/C\C=C/C\C=C/CC)(=O)O (α-Linolenic acid), C([O-])([O-])=O.[Na+].[Na+] (sodium carbonate), C(CCCCCCC\C=C/C\C=C/C\C=C/CC)(=O)O (α-linolenic acid), resultant solution, C(CCCCCCC\C=C/C\C=C/C\C=C/CC)(=O)O (α-Linolenic acid). Solvent: O (water), O (water). Reaction conditions: time 3 hour. Product: [Na+].C(CCCCCCC\C=C/C\C=C/C\C=C/CC)(=O)[O-] (α-linolenic acid sodium salt). Reaction SMILES: [C:1]([OH:20])(=[O:19])[CH2:2][CH2:3][CH2:4][CH2:5][CH2:6][CH2:7][CH2:8]/[CH:9]=[CH:10]\[CH2:11]/[CH:12]=[CH:13]\[CH2:14]/[CH:15]=[CH:16]\[CH2:17][CH3:18].C(=O)([O-])[O-].[Na+:25].[Na+]>O>[Na+:25].[C:1]([O-:20])(=[O:19])[CH2:2][CH2:3][CH2:4][CH2:5][CH2:6][CH2:7][CH2:8]/[CH:9]=[CH:10]\[CH2:11]/[CH:12]=[CH:13]\[CH2:14]/[CH:15]=[CH:16]\[CH2:17][CH3:18] |f:1.2.3,5.6|. Procedure: α-Linolenic acid serving as a starting material has considerably low water solubility. Therefore, in order to cause α-linolenic acid to function effectively as an enzyme substrate, an α-linolenic acid sodium salt was prepared. Specifically, sodium carbonate (530 mg) was dissolved in purified water (10 mL), and then heated to 55° C. α-Linolenic acid (product of Nacalai Tesque, Inc.) (278 mg) was added dropwise to the resultant solution, and the mixture was stirred for three hours. The reactants are N([C@@H](CC1=CC=CC=C1)C(=O)N[C@@H](CCCC)C(=O)NC1=CC=C([N+](=O)[O-])C=C1)C(=O)OCC1=CC=CC=C1 (CbzPheNle-pNA), Br.C(C)(=O)O (HBr acetic acid). Yields the product N[C@@H](CC1=CC=CC=C1)C(=O)N[C@@H](CCCC)C(=O)NC1=CC=C([N+](=O)[O-])C=C1 (PheNle-pNA). As a reaction SMILES: [NH:1](C(OCC1C=CC=CC=1)=O)[C@H:2]([C:10]([NH:12][C@H:13]([C:18]([NH:20][C:21]1[CH:29]=[CH:28][C:24]([N+:25]([O-:27])=[O:26])=[CH:23][CH:22]=1)=[O:19])[CH2:14][CH2:15][CH2:16][CH3:17])=[O:11])[CH2:3][C:4]1[CH:9]=[CH:8][CH:7]=[CH:6][CH:5]=1.Br.C(O)(=O)C>>[NH2:1][C@H:2]([C:10]([NH:12][C@H:13]([C:18]([NH:20][C:21]1[CH:22]=[CH:23][C:24]([N+:25]([O-:27])=[O:26])=[CH:28][CH:29]=1)=[O:19])[CH2:14][CH2:15][CH2:16][CH3:17])=[O:11])[CH2:3][C:4]1[CH:5]=[CH:6][CH:7]=[CH:8][CH:9]=1 |f:1.2|. Reported procedure: A solution of CbzPheNle-pNA (prepared in 2 (1); 51 mg) in 30%HBr-acetic acid was stirred for 30 minutes. The solvent was distilled off under reduced pressure. The reaction mixture was dissolved into anhydrous DMF (2 ml). N(Et)3 (0.013 ml) was added dropwise thereto to obtain PheNle-pNA.Et4NHBr. Reactants: FC(OC1=C(C=C(C=C1)C(C#N)C)OC1COCC1)F ((±)-4-(difluoromethoxy)-alpha-methyl-3-[(tetrahydro-3-furanyl)oxy]benzeneacetonitrile). The reagents and catalysts are [Ni] (Raney Nickel). The solvent is CO.N (CH3OH NH3). Yields the product FC(OC1=C(C=C(C=C1)C(CN)C)OC1COCC1)F ((±)-4-(difluoromethoxy)-β-methyl-3-[(tetrahydro-3-furanyl)oxy]benzeneethanamine). Yield: 98.8%. Reaction SMILES: [F:1][CH:2]([F:20])[O:3][C:4]1[CH:9]=[CH:8][C:7]([CH:10]([CH3:13])[C:11]#[N:12])=[CH:6][C:5]=1[O:14][CH:15]1[CH2:19][CH2:18][O:17][CH2:16]1>CO.N.[Ni]>[F:20][CH:2]([F:1])[O:3][C:4]1[CH:9]=[CH:8][C:7]([CH:10]([CH3:13])[CH2:11][NH2:12])=[CH:6][C:5]=1[O:14][CH:15]1[CH2:19][CH2:18][O:17][CH2:16]1 |f:1.2|. Procedure details: A mixture of intermediate 9 (0.0129 mol) in CH3OH/NH3 (100 ml) was hydrogenated at RT with Raney Nickel (3 g) as a catalyst. After uptake of H2, the catalyst was filtered off and the filtrate was evaporated, yielding 3.66 g (98%) of (±)-4-(difluoromethoxy)-β-methyl-3-[(tetrahydro-3-furanyl)oxy]benzeneethanamine (intermediate 10). Reaction conditions: temperature 50 celsius. The product is N1(CCCCC1)CCOC=1C=C2C=C(NC2=CC1)C=1C(NC2=CC=CC=C2C1)=O (3-[5-(2-Piperidin-1-yl-ethoxy)-1H-indol-2-yl]-1H-quinolin-2-one). Starting materials: ClC1=NC2=CC=CC=C2C=C1C=1N(C2=CC=C(C=C2C1)O)C(=O)OC(C)(C)C (tert-Butyl 2-(2-chloro-3-quinolinyl)-5-hydroxy-1H-indole-1-carboxylate), Cl.ClCCN1CCCCC1 (1-(2-chloroethyl)-piperidine hydrochloride), C([O-])([O-])=O.[Cs+].[Cs+] (cesium carbonate). Reaction SMILES: Cl[C:2]1[C:11]([C:12]2[N:13](C(OC(C)(C)C)=O)[C:14]3[C:19]([CH:20]=2)=[CH:18][C:17]([OH:21])=[CH:16][CH:15]=3)=[CH:10][C:9]2[C:4](=[CH:5][CH:6]=[CH:7][CH:8]=2)[N:3]=1.Cl.Cl[CH2:31][CH2:32][N:33]1[CH2:38][CH2:37][CH2:36][CH2:35][CH2:34]1.C(=O)([O-])[O-:40].[Cs+].[Cs+]>CN(C)C=O.O.C(O)(=O)C>[N:33]1([CH2:32][CH2:31][O:21][C:17]2[CH:18]=[C:19]3[C:14](=[CH:15][CH:16]=2)[NH:13][C:12]([C:11]2[C:2](=[O:40])[NH:3][C:4]4[C:9]([CH:10]=2)=[CH:8][CH:7]=[CH:6][CH:5]=4)=[CH:20]3)[CH2:38][CH2:37][CH2:36][CH2:35][CH2:34]1 |f:1.2,3.4.5|. Reported procedure: A mixture of tert-butyl 2-(2-chloro-3-quinolinyl)-5-hydroxy-1H-indole-1-carboxylate 1-8 (395 mg, 1.00 mmol, 1 equiv), 1-(2-chloroethyl)-piperidine hydrochloride (276 mg, 1.50 mmol, 1.50 equiv), and cesium carbonate (978 mg, 3.00 mmol, 3.00 equiv) in N,N-dimethylformamide (5 mL) was heated at 50° C. for 2 h. The reaction mixture was concentrated, and the residue was partitioned between water and ethyl acetate. The organic layer was washed with water then brine, dried over magnesium sulfate, and c... Run in CN(C=O)C (N,N-dimethylformamide), O (water), C(C)(=O)O (acetic acid). The reactants are O=C1C(CCCC1)C(=O)OCC (ethyl 2-oxocyclohexanecarboxylate), COC=1C=CC(=CC1)C=O (anisaldehyde), O=C[C@H](O)[C@@H](O)[C@H](O)[C@H](O)CO (glucose), OP(=O)(O)[O-].[K+] (KH2PO4), OP(=O)([O-])[O-].[K+].[K+] (K2HPO4), MgSO4.7H2O, NaNO3, FeSO4.7H2O, [Cl-].[K+] (KCl). Run in C(C)O (ethanol). Conditions: time 48 hour. The product is O[C@@H]1[C@H](CCCC1)C(=O)OCC ((1S,2S)-ethyl 2-hydroxycyclohexanecarboxylate). The yield is 69.2%. RXN SMILES: O=C[C@@H]([C@H]([C@@H]([C@@H](CO)O)O)O)O.OP([O-])(O)=O.[K+].OP([O-])([O-])=O.[K+].[K+].[Cl-].[K+].[O:28]=[C:29]1[CH2:34][CH2:33][CH2:32][CH2:31][CH:30]1[C:35]([O:37][CH2:38][CH3:39])=[O:36].COC1C=CC(C=O)=CC=1>C(O)C>[OH:28][C@H:29]1[CH2:34][CH2:33][CH2:32][CH2:31][C@@H:30]1[C:35]([O:37][CH2:38][CH3:39])=[O:36] |f:1.2,3.4.5,6.7|. Reported procedure: Geotrichum candidum (ATCC 34614) is cultured according to the method of Buisson and Azerad (Tet. Lett. 27, 2631-2634 (1986), herein incorporated by reference) in one liter of a medium of glucose (30 grams), KH2PO4 (1 gram), K2HPO4 (2 grams), corn steep liquor (10 grams) MgSO4.7H2O (0.5 gram), NaNO3 (2 grams), FeSO4.7H2O (0.02 gram), and KCl (0.5 gram) with rotary shaking at 25° C. Two grams of ethyl 2-oxocyclohexanecarboxylate are dissolved in 2 ml of 95% ethanol, the resulting solution is added... The reactants are CO, COc1ccc2c(c1)c(CC(=O)N(c1nccs1)C1CCCCC1)c(C)n2C(=O)c1ccc(Cl)cc1, ClCCl, [Na+], [OH-]. Yields the product COc1ccc2[nH]c(C)c(CC(=O)N(c3nccs3)C3CCCCC3)c2c1. Reaction SMILES: [CH3:40][OH:41].[CH:1]1([N:7]([C:8]([CH2:9][c:10]2[c:11]([CH3:30])[n:12]([C:21](=[O:22])[c:23]3[cH:24][cH:25][c:26]([Cl:27])[cH:28][cH:29]3)[c:13]3[cH:14][cH:15][c:16]([O:19][CH3:20])[cH:17][c:18]23)=[O:31])[c:32]2[s:33][cH:34][cH:35][n:36]2)[CH2:2][CH2:3][CH2:4][CH2:5][CH2:6]1.[Cl:37][CH2:38][Cl:39].[Na+:43].[OH-:42]>>[CH:1]1([N:7]([C:8]([CH2:9][c:10]2[c:11]([CH3:30])[nH:12][c:13]3[cH:14][cH:15][c:16]([O:19][CH3:20])[cH:17][c:18]23)=[O:31])[c:32]2[s:33][cH:34][cH:35][n:36]2)[CH2:2][CH2:3][CH2:4][CH2:5][CH2:6]1.